Dataset: the Open Reaction Database (ORD), a public repository of structured organic reaction records. Task: describe an organic reaction: reactants, conditions, products, and yield The reactants are ClC1=NC=NC(=C1)C1=CC=C(C=C1)C(F)(F)F (4-chloro-6-(4-trifluoromethyl-phenyl)-pyrimidine), C1=NC=CC2=CC=CC(=C12)O (isoquinolin-8-ol). The product is FC(C1=CC=C(C=C1)C1=CC(=NC=N1)OC=1C=CC=C2C=CN=CC12)(F)F (8-[6-(4-Trifluoromethyl-phenyl)-pyrimidin-4-yloxy]-isoquinoline). Reaction SMILES: Cl[C:2]1[CH:7]=[C:6]([C:8]2[CH:13]=[CH:12][C:11]([C:14]([F:17])([F:16])[F:15])=[CH:10][CH:9]=2)[N:5]=[CH:4][N:3]=1.[CH:18]1[C:27]2[C:22](=[CH:23][CH:24]=[CH:25][C:26]=2[OH:28])[CH:21]=[CH:20][N:19]=1>>[F:15][C:14]([F:17])([F:16])[C:11]1[CH:12]=[CH:13][C:8]([C:6]2[N:5]=[CH:4][N:3]=[C:2]([O:28][C:26]3[CH:25]=[CH:24][CH:23]=[C:22]4[C:27]=3[CH:18]=[N:19][CH:20]=[CH:21]4)[CH:7]=2)=[CH:9][CH:10]=1. Procedure: The title compound was prepared from 4-chloro-6-(4-trifluoromethyl-phenyl)-pyrimidine (Example 2(a), Method A) and isoquinolin-8-ol (MonomerChem) under the conditions of Example 6. Mp: 194–195° C. MS (ESI, pos. ion m/z: 3682. (M+1). Reactants: C=1(N=C(N=C2C=CC3=C(C12)C=CN3)N)N (7H-pyrrolo[3,2-f]quinazoline-1,3-diamine), FC1=CC=C(C#N)C=C1 (4-fluorobenzonitrile), CN(C=O)C (dimethylformamide), [H-].[Na+] (sodium hydride). The solvent is C(C)(=O)O (acetic acid). Product: C(#N)C1=CC=C(C=C1)N1C=CC=2C3=C(N=C(N=C3C=CC21)N)N (7-(4-Cyanophenyl)-7H-pyrrolo[3,2-f]-quinazoline-1,3-diamine). RXN SMILES: [C:1]1([NH2:15])[N:2]=[C:3]([NH2:14])[N:4]=[C:5]2[C:10]=1[C:9]1[CH:11]=[CH:12][NH:13][C:8]=1[CH:7]=[CH:6]2.CN(C)C=O.[H-].[Na+].F[C:24]1[CH:31]=[CH:30][C:27]([C:28]#[N:29])=[CH:26][CH:25]=1>C(O)(=O)C>[C:28]([C:27]1[CH:30]=[CH:31][C:24]([N:13]2[C:8]3[CH:7]=[CH:6][C:5]4[C:10](=[C:1]([NH2:15])[N:2]=[C:3]([NH2:14])[N:4]=4)[C:9]=3[CH:11]=[CH:12]2)=[CH:25][CH:26]=1)#[N:29] |f:2.3|. Reported procedure: A solution of 15.94 g. 7H-pyrrolo[3,2-f]quinazoline-1,3-diamine in 800 ml. dry dimethylformamide is stirred, under nitrogen, with 4.61 g. ca. 50% sodium hydride-mineral oil dispersion for 1.5 hours. Addition of 10.66 g. 4-fluorobenzonitrile is followed by heating of the reaction mixture at 95° for 6 hours. Glacial acetic acid (40 ml.) is added and the solvent is removed in vacuo. The residue is stirred thoroughly with excess aqueous potassium carbonate solution, collected, washed with water and ...